This data is from the Open Reaction Database (ORD), a public repository of structured organic reaction records. The task is: describe an organic reaction: reactants, conditions, products, and yield Reactants: CNCCN1c2ccccc2COc2ccccc21, COc1ccc(CCCOS(C)(=O)=O)cc1, CC#N, [I-], [Na+], [Na+], [Na+], O=C([O-])[O-]. Yields the product COc1ccc(CCCN(C)CCN2c3ccccc3COc3ccccc32)cc1. Reaction SMILES: [CH3:1][NH:2][CH2:3][CH2:4][N:5]1[c:6]2[c:7]([cH:16][cH:17][cH:18][cH:19]2)[O:8][CH2:9][c:10]2[c:11]1[cH:12][cH:13][cH:14][cH:15]2.[CH3:20][S:21]([O:22][CH2:25][CH2:26][CH2:27][c:28]1[cH:29][cH:30][c:31]([O:34][CH3:35])[cH:32][cH:33]1)(=[O:23])=[O:24].[CH3:44][C:45]#[N:46].[I-:43].[Na+:36].[Na+:37].[Na+:42].[O-:38][C:39](=[O:40])[O-:41]>>[CH3:1][N:2]([CH2:3][CH2:4][N:5]1[c:6]2[c:7]([cH:16][cH:17][cH:18][cH:19]2)[O:8][CH2:9][c:10]2[c:11]1[cH:12][cH:13][cH:14][cH:15]2)[CH2:25][CH2:26][CH2:27][c:28]1[cH:29][cH:30][c:31]([O:34][CH3:35])[cH:32][cH:33]1.